From a dataset of the Open Reaction Database (ORD), a public repository of structured organic reaction records. describe an organic reaction: reactants, conditions, products, and yield Starting materials: solution, [OH-].[Na+] (sodium hydroxide), COC=1C=C(C=CC1OC)C1=NC(=C(C2=CC(=C(C=C12)OC)OC)CC)COC(C)=O (1-(3,4-dimethoxyphenyl)-3-(acetoxymethyl)-4-ethyl-6,7-dimethoxy-isoquinoline), compound, COC=1C=C(C=CC1OC)C1=NC(=C(C2=CC(=C(C=C12)OC)OC)CC)COC(CC)=O (1-(3,4-dimethoxyphenyl)-3-propionyloxymethyl-4-ethyl-6,7-dimethoxy-isoquinoline), compound. The solvent is Cl (hydrochloric acid). Conditions: temperature 5 celsius. The product is COC=1C=C(C=CC1OC)C1=NC(=C(C2=CC(=C(C=C12)OC)OC)CC)CO (1-(3,4-Dimethoxyphenyl)-3-(hydroxymethyl)-4-ethyl-6,7-dimethoxy-isoquinolin). RXN SMILES: [CH3:1][O:2][C:3]1[CH:4]=[C:5]([C:11]2[C:20]3[C:15](=[CH:16][C:17]([O:23][CH3:24])=[C:18]([O:21][CH3:22])[CH:19]=3)[C:14]([CH2:25][CH3:26])=[C:13]([CH2:27][O:28]C(=O)C)[N:12]=2)[CH:6]=[CH:7][C:8]=1[O:9][CH3:10].COC1C=C(C2C3C(=CC(OC)=C(OC)C=3)C(CC)=C(COC(=O)CC)N=2)C=CC=1OC.[OH-].[Na+]>Cl>[CH3:1][O:2][C:3]1[CH:4]=[C:5]([C:11]2[C:20]3[C:15](=[CH:16][C:17]([O:23][CH3:24])=[C:18]([O:21][CH3:22])[CH:19]=3)[C:14]([CH2:25][CH3:26])=[C:13]([CH2:27][OH:28])[N:12]=2)[CH:6]=[CH:7][C:8]=1[O:9][CH3:10] |f:2.3|. Procedure details: A mixture of 394.0 g (0.926 M) of 1-(3,4-dimethoxyphenyl)-3-(acetoxymethyl)-4-ethyl-6,7-dimethoxy-isoquinoline (compound of Example 20) or 407.0 g (0.926 M) of 1-(3,4-dimethoxyphenyl)-3-propionyloxymethyl-4-ethyl-6,7-dimethoxy-isoquinoline (compound of Example 38) and 2.76 liters of 5% aqueous hydrochloric acid is refluxed for one hour. The reaction mixture is cooled, poured into 1.98 liters of an aqueous 10% solution of sodium hydroxide, cooled to 5° C., the crystals formed are filtered, washed... As a reaction SMILES: [F:11][c:12]1[c:13]([N+:19](=[O:20])[O-:21])[cH:14][cH:15][c:16]([F:18])[cH:17]1.[H-:22].[NH2:1][c:2]1[s:3][c:4]([CH2:9][CH3:10])[cH:5][c:6]1[C:7]#[N:8].[Na+:23].[O:24]1[CH2:25][CH2:26][CH2:27][CH2:28]1>>[NH:1]([c:2]1[s:3][c:4]([CH2:9][CH3:10])[cH:5][c:6]1[C:7]#[N:8])[c:12]1[c:13]([N+:19](=[O:20])[O-:21])[cH:14][cH:15][c:16]([F:18])[cH:17]1. Product: CCc1cc(C#N)c(Nc2cc(F)ccc2[N+](=O)[O-])s1. Starting materials: O=[N+]([O-])c1ccc(F)cc1F, [H-], CCc1cc(C#N)c(N)s1, [Na+], C1CCOC1. Starting materials: COC(=O)C=1SC=CC1CC (3-ethyl-2-thiophenecarboxylic acid methyl ester), [OH-].[Na+] (sodium hydroxide), O1CCCC1 (tetrahydrofuran). The solvent is CO (methanol). Run at time 1 hour. Product: C(C)C1=C(SC=C1)C(=O)O (3-ethyl-2-thiophenecarboxylic acid). Isolated yield 98.1%. As a reaction SMILES: C[O:2][C:3]([C:5]1[S:6][CH:7]=[CH:8][C:9]=1[CH2:10][CH3:11])=[O:4].[OH-].[Na+].O1CCCC1>CO>[CH2:10]([C:9]1[CH:8]=[CH:7][S:6][C:5]=1[C:3]([OH:4])=[O:2])[CH3:11] |f:1.2|. Reported procedure: 3-Acetyl-2-thiophenecarboxylic acid methyl ester (3.87 g) synthesized in this manner was dissolved in methanol (50 ml), and sodium borohydride (0.95 g) was added under ice-cooling. The mixture was stirred at room temperature for 1 hour, and 1N hydrochloric acid (50 ml) was added. The mixture was extracted with ethyl acetate, and the extract was dried over anhydrous magnesium sulfate and concentrated under reduced pressure to give 3-(1-hydroxyethyl)-2-thiophenecarboxylic acid methyl ester (3.77 g... The reactants are NC1=C2C=CNC2=CC=C1 (4-amino-1H-indole), OC1=C(C(=O)O)C=CC(=C1)OC (2-hydroxy-4-methoxy-benzoic acid). The solvent is O1CCCC1 (tetrahydrofuran). The product is COC1=CC(=C(C(=O)NC2=C3C=CNC3=CC=C2)C=C1)O (4-methoxy-2-hydroxy-N-(1H-indol-4-yl)-benzamide). Isolated yield 84.6%. Reaction SMILES: [NH2:1][C:2]1[CH:10]=[CH:9][CH:8]=[C:7]2[C:3]=1[CH:4]=[CH:5][NH:6]2.[OH:11][C:12]1[CH:20]=[C:19]([O:21][CH3:22])[CH:18]=[CH:17][C:13]=1[C:14](O)=[O:15]>O1CCCC1>[CH3:22][O:21][C:19]1[CH:18]=[CH:17][C:13]([C:14]([NH:1][C:2]2[CH:10]=[CH:9][CH:8]=[C:7]3[C:3]=2[CH:4]=[CH:5][NH:6]3)=[O:15])=[C:12]([OH:11])[CH:20]=1. Procedure: A mixture of 3.96 g of 4-amino-1H-indole, 70 ml of tetrahydrofuran, 5 g of 2-hydroxy-4-methoxy-benzoic acid and 6.2 g of dicyclohexycarbodiimide was refluxed for 24 hours and was evaporated to dryness under reduced pressure at 50° C. The residue was taken up in ethyl acetate and excess 4-amino-1H-indole was removed by washing with 2N hydrochloric acid. The mixture was evaporated to dryness under reduced pressure and the residue was taken up in ether and dried at 50° C. to obtain 7.1 g of 4-metho... Starting materials: ClC=1C=C(CNC(=O)NC(CC#N)=O)C=CC1 (1-(3-chlorobenzyl)-3-cyanoacetyl-urea), [OH-].[K+] (KOH). The solvent is CC(C)O (2-propanol), CC(C)O (2-propanol). Product: NC1=CC(NC(N1CC1=CC(=CC=C1)Cl)=O)=O (6-Amino-1-(3-chlorobenzyl)-uracil). Yield: 89.2%. As a reaction SMILES: [Cl:1][C:2]1[CH:3]=[C:4]([CH:15]=[CH:16][CH:17]=1)[CH2:5][NH:6][C:7]([NH:9][C:10](=[O:14])[CH2:11][C:12]#[N:13])=[O:8].[OH-].[K+]>CC(O)C>[NH2:13][C:12]1[N:6]([CH2:5][C:4]2[CH:15]=[CH:16][CH:17]=[C:2]([Cl:1])[CH:3]=2)[C:7](=[O:8])[NH:9][C:10](=[O:14])[CH:11]=1 |f:1.2|. Reported procedure: A suspension of 10.17 g (40.4 mM) of 1-(3-chlorobenzyl)-3-cyanoacetyl-urea in 80 ml of 2-propanol was added to a solution of 5.7 g KOH in 40 ml of 2-propanol and heated under reflux for 1 hour. After cooling the solid was collected and washed to give the crude title compound (9.07 g) as an off-white solid. Starting materials: BrCc1ccccc1, CC(C)(C)[O-], CN(C)C=O, O=C1CC2(C(=O)N1)C(=O)Nc1ccc(Cl)cc12, [K+], O. Product: O=C1CC2(C(=O)Nc3ccc(Cl)cc32)C(=O)N1Cc1ccccc1. As a reaction SMILES: [Br:24][CH2:25][c:26]1[cH:27][cH:28][cH:29][cH:30][cH:31]1.[CH3:18][C:19]([CH3:20])([O-:21])[CH3:22].[CH3:32][N:33]([CH3:34])[CH:35]=[O:36].[Cl:1][c:2]1[cH:3][c:4]2[c:8]([cH:9][cH:10]1)[NH:7][C:6](=[O:11])[C:5]21[C:12](=[O:17])[NH:13][C:14](=[O:16])[CH2:15]1.[K+:23].[OH2:37]>>[Cl:1][c:2]1[cH:3][c:4]2[c:8]([cH:9][cH:10]1)[NH:7][C:6](=[O:11])[C:5]21[C:12](=[O:17])[N:13]([CH2:25][c:26]2[cH:27][cH:28][cH:29][cH:30][cH:31]2)[C:14](=[O:16])[CH2:15]1. Starting materials: O=C1C(SCC1)CC1=CC=C(C=C1)C(C(=O)O)C (2-[4-(3-Oxothiolan-2-ylmethyl)phenyl]propionic Acid), C(#N)[BH3-].[Na+] (sodium cyanoborohydride), Cl (hydrochloric acid). Run in CO (methanol). Reaction conditions: time 8 hour. Yields the product OC1C(SCC1)CC1=CC=C(C=C1)C(C(=O)O)C (2-[4-(3-Hydroxythiolan-2-ylmethyl)phenyl]propionic Acid), compounds. The yield is 21.0%. Reaction SMILES: [O:1]=[C:2]1[CH2:6][CH2:5][S:4][CH:3]1[CH2:7][C:8]1[CH:13]=[CH:12][C:11]([CH:14]([CH3:18])[C:15]([OH:17])=[O:16])=[CH:10][CH:9]=1.Cl.C([BH3-])#N.[Na+]>CO>[OH:1][CH:2]1[CH2:6][CH2:5][S:4][CH:3]1[CH2:7][C:8]1[CH:13]=[CH:12][C:11]([CH:14]([CH3:18])[C:15]([OH:17])=[O:16])=[CH:10][CH:9]=1 |f:2.3|. Procedure details: 2-[4-(3-Oxothiolan-2-ylmethyl)phenyl]propionic acid (100 mg) obtained in Example 26 was dissolved in methanol (3.0 ml), and to the solution was added concentrated hydrochloric acid (0.3 ml), and then sodium cyanoborohydride (50 mg) was added. The mixture was stirred overnight, then concentrated under reduced pressure, and extracted with ethyl acetate, and the organic layer was concentrated under reduced pressure. The resulting residue was dissolved in methanol (3.0 ml), and to the solution was a... The reactants are C1CCNCC1, C#CC1(c2ccc(OC)c(OC3CCCC3)c2)CCC2(CC1)OCCO2, Cl, [I-], COC(=O)c1cccc(I)c1, c1ccc(P(c2ccccc2)c2ccccc2)cc1, c1ccc(P(c2ccccc2)(c2ccccc2)[Pd](P(c2ccccc2)(c2ccccc2)c2ccccc2)(P(c2ccccc2)(c2ccccc2)c2ccccc2)P(c2ccccc2)(c2ccccc2)c2ccccc2)cc1. The product is COC(=O)c1cccc(C#CC2(c3ccc(OC)c(OC4CCCC4)c3)CCC3(CC2)OCCO3)c1. As a reaction SMILES: [CH2:59]1[CH2:60][CH2:61][NH:62][CH2:63][CH2:64]1.[CH:1]1([O:6][c:7]2[cH:8][c:9]([C:15]3([C:25]#[CH:26])[CH2:16][CH2:17][C:18]4([CH2:19][CH2:20]3)[O:21][CH2:22][CH2:23][O:24]4)[cH:10][cH:11][c:12]2[O:13][CH3:14])[CH2:2][CH2:3][CH2:4][CH2:5]1.[ClH:58].[I-:38].[I:27][c:28]1[cH:29][c:30]([C:31](=[O:32])[O:33][CH3:34])[cH:35][cH:36][cH:37]1.[c:39]1([P:40]([c:41]2[cH:42][cH:43][cH:44][cH:45][cH:46]2)[c:47]2[cH:48][cH:49][cH:50][cH:51][cH:52]2)[cH:53][cH:54][cH:55][cH:56][cH:57]1.[cH:65]1[cH:66][cH:67][c:68]([P:69]([Pd:70]([P:71]([c:72]2[cH:73][cH:74][cH:75][cH:76][cH:77]2)([c:78]2[cH:79][cH:80][cH:81][cH:82][cH:83]2)[c:84]2[cH:85][cH:86][cH:87][cH:88][cH:89]2)([P:90]([c:91]2[cH:92][cH:93][cH:94][cH:95][cH:96]2)([c:97]2[cH:98][cH:99][cH:100][cH:101][cH:102]2)[c:103]2[cH:104][cH:105][cH:106][cH:107][cH:108]2)[P:109]([c:110]2[cH:111][cH:112][cH:113][cH:114][cH:115]2)([c:116]2[cH:117][cH:118][cH:119][cH:120][cH:121]2)[c:122]2[cH:123][cH:124][cH:125][cH:126][cH:127]2)([c:128]2[cH:129][cH:130][cH:131][cH:132][cH:133]2)[c:134]2[cH:135][cH:136][cH:137][cH:138][cH:139]2)[cH:140][cH:141]1>>[CH:1]1([O:6][c:7]2[cH:8][c:9]([C:15]3([C:25]#[C:26][c:28]4[cH:29][c:30]([C:31](=[O:32])[O:33][CH3:34])[cH:35][cH:36][cH:37]4)[CH2:16][CH2:17][C:18]4([CH2:19][CH2:20]3)[O:21][CH2:22][CH2:23][O:24]4)[cH:10][cH:11][c:12]2[O:13][CH3:14])[CH2:2][CH2:3][CH2:4][CH2:5]1.